describe an organic reaction: reactants, conditions, products, and yield From a dataset of the Open Reaction Database (ORD), a public repository of structured organic reaction records. The product is CCOC(=O)C=Cc1cccc2nn(C)cc12. As a reaction SMILES: [CH2:3]([O:4][P:5]([O:6][CH2:7][CH3:8])(=[O:9])[CH2:11][C:12](=[O:13])[O:14][CH2:15][CH3:16])[CH3:10].[CH3:17][n:18]1[n:19][c:20]2[cH:21][cH:22][cH:23][c:24]([CH:27]=[O:28])[c:25]2[cH:26]1.[H-:1].[Na+:2].[O:30]1[CH2:31][CH2:32][CH2:33][CH2:34]1.[OH2:29]>>[CH:11]([C:12](=[O:13])[O:14][CH2:15][CH3:16])=[CH:27][c:24]1[cH:23][cH:22][cH:21][c:20]2[n:19][n:18]([CH3:17])[cH:26][c:25]21. Starting materials: CCOC(=O)CP(=O)(OCC)OCC, Cn1cc2c(C=O)cccc2n1, [H-], [Na+], C1CCOC1, O. The reactants are ClC=1C=C(C(=O)NN)C=CC1 (3-chlorobenzhydrazide), Cl.CNC(CCCC=C)=NC (N,N′-dimethyl-5-hexenimidamide hydrochloride). The product is ClC=1C=C(C=CC1)C1=NN=C(N1C)CCCC=C (3-(3-chlorophenyl)-4-methyl-5-(4-penten-1-yl)-4H-1,2,4-triazole). RXN SMILES: [Cl:1][C:2]1[CH:3]=[C:4]([CH:9]=[CH:10][CH:11]=1)[C:5]([NH:7][NH2:8])=O.Cl.[CH3:13][NH:14][C:15](=NC)[CH2:16][CH2:17][CH2:18][CH:19]=[CH2:20]>>[Cl:1][C:2]1[CH:3]=[C:4]([C:5]2[N:14]([CH3:13])[C:15]([CH2:16][CH2:17][CH2:18][CH:19]=[CH2:20])=[N:8][N:7]=2)[CH:9]=[CH:10][CH:11]=1 |f:1.2|. Procedure details: The title compound was prepared in analogy to Preparation 11 in 0.16 g yield starting from 3-chlorobenzhydrazide (0.52 g) and N,N′-dimethyl-5-hexenimidamide hydrochloride (0.48 g). MS (m/z): 262 [MH]+. Reactants: ClC1=C(C=CC=C1)C(C1=C(C=CC(=C1)Br)N1C(=NC(=C1CO)C)CN(C)C)=O (2'-chloro-5-bromo-2-[2-[(dimethylamino)methyl]-4-methyl-5-hydroxymethylimidazol-1-yl]benzophenone), N(=NC(=O)OCC)C(=O)OCC (diethyl azodicarboxylate), C1(=CC=CC=C1)P(C1=CC=CC=C1)C1=CC=CC=C1 (triphenylphosphine), C1(C=2C(C(N1)=O)=CC=CC2)=O (phthalimide). Yields the product BrC1=CC(=C(C=C1)N1C(=NC(=C1CN1C(C=2C(C1=O)=CC=CC2)=O)C)CN(C)C)C(C2=C(C=CC=C2)Cl)=O (N-[[1-[4-bromo-2-(o-chlorobenzoyl)phenyl]-2-[(dimethylamino)methyl]-4-methylimidazol- 5-yl]methyl]-phthalimide). As a reaction SMILES: [Cl:1][C:2]1[CH:7]=[CH:6][CH:5]=[CH:4][C:3]=1[C:8](=[O:28])[C:9]1[CH:14]=[C:13]([Br:15])[CH:12]=[CH:11][C:10]=1[N:16]1[C:20]([CH2:21]O)=[C:19]([CH3:23])[N:18]=[C:17]1[CH2:24][N:25]([CH3:27])[CH3:26].C1(P(C2C=CC=CC=2)C2C=CC=CC=2)C=CC=CC=1.[C:48]1(=[O:58])[NH:52][C:51](=[O:53])[C:50]2=[CH:54][CH:55]=[CH:56][CH:57]=[C:49]12.N(C(OCC)=O)=NC(OCC)=O>>[Br:15][C:13]1[CH:12]=[CH:11][C:10]([N:16]2[C:20]([CH2:21][N:52]3[C:48](=[O:58])[C:49]4=[CH:57][CH:56]=[CH:55][CH:54]=[C:50]4[C:51]3=[O:53])=[C:19]([CH3:23])[N:18]=[C:17]2[CH2:24][N:25]([CH3:26])[CH3:27])=[C:9]([C:8](=[O:28])[C:3]2[CH:4]=[CH:5][CH:6]=[CH:7][C:2]=2[Cl:1])[CH:14]=1. Procedure details: In the manner given in Example 3, 2'-chloro-5-bromo-2-[2-[(dimethylamino)methyl]-4-methyl-5-hydroxymethylimidazol-1-yl]benzophenone, triphenylphosphine, phthalimide and thereafter diethyl azodicarboxylate are reacted together to give N-[[1-[4-bromo-2-(o-chlorobenzoyl)phenyl]-2-[(dimethylamino)methyl]-4-methylimidazol- 5-yl]methyl]-phthalimide. Reactants: Cl.FC(C1=C(C(C2=CC=C(C=C2)Cl)OC2CNC2)C=CC=C1)(F)F (3-[2-(trifluoromethyl)-4′-chlorobenzhydryloxy]azetidine hydrochloride), C(C)(C)(C)N=C=O (tert-butyl isocyanate), compound ( 10 ). Product: FC(C1=C(C(C2=CC=C(C=C2)Cl)OC2CN(C2)C(=O)NC(C)(C)C)C=CC=C1)(F)F (3-[2-(trifluoromethyl)-4′-chlorobenzhydryloxy]-N-(tert-butyl)azetidine-1-carboxamide). As a reaction SMILES: Cl.[F:2][C:3]([F:24])([F:23])[C:4]1[CH:22]=[CH:21][CH:20]=[CH:19][C:5]=1[CH:6]([O:14][CH:15]1[CH2:18][NH:17][CH2:16]1)[C:7]1[CH:12]=[CH:11][C:10]([Cl:13])=[CH:9][CH:8]=1.[C:25]([N:29]=[C:30]=[O:31])([CH3:28])([CH3:27])[CH3:26]>>[F:24][C:3]([F:2])([F:23])[C:4]1[CH:22]=[CH:21][CH:20]=[CH:19][C:5]=1[CH:6]([O:14][CH:15]1[CH2:18][N:17]([C:30]([NH:29][C:25]([CH3:28])([CH3:27])[CH3:26])=[O:31])[CH2:16]1)[C:7]1[CH:12]=[CH:11][C:10]([Cl:13])=[CH:9][CH:8]=1 |f:0.1|. Procedure: This material was prepared from 3-[2-(trifluoromethyl)-4′-chlorobenzhydryloxy]azetidine hydrochloride (98) (1.32 mmol) and tert-butyl isocyanate (1.32 mmol) using the procedure described for compound (10) (474 mg, 81%). Reactants: C1(CCCCCCCCCCC1)=O (cyclododecanone), NO (hydroxylamine), oxime, C1(CCCCCCCCCCCN1)=O (laurolactam). Run in C(C1=CC=CC=C1)#N (benzonitrile). Product: C(C1=CC=CC=C1)(=O)N (benzamide). Reaction SMILES: C1(=O)CCCCCCCCCCC1.NO.[C:16]1(=[O:29])[NH:28]CCCCC[CH2:22][CH2:21][CH2:20][CH2:19][CH2:18][CH2:17]1>C(#N)C1C=CC=CC=1>[C:16]([NH2:28])(=[O:29])[C:17]1[CH:18]=[CH:19][CH:20]=[CH:21][CH:22]=1. Procedure: The reaction was carried out in a similar manner to Example 1 except that the rearrangement solvent was replaced with benzonitrile. As the passage of operation time benzamidoxime was detected which was generated by reaction of benzonitrile contained in the recycled liquid to the oxime-forming step with hydroxylamine. As this progress, an amount of cyclododecanone increased due to a shortage of hydroxylamine to be used for the oxime-formation reaction. Although the yield of laurolactam until the ... The reactants are N12C(C(CC2CC1=O)=O)C(=O)[O-].[Na+] (sodium 1-azabicyclo[3.2.0]heptan-3,7-dione-2-carboxylate), C(C(C)(C)C)(=O)OCBr (bromomethyl pivalate). The solvent is CN(P(=O)(N(C)C)N(C)C)C (hexamethylphosphoramide), C1=CC=CC=C1 (benzene). Reaction conditions: time 2 hour. The product is N12C(C(CC2CC1=O)=O)C(=O)OCOC(C(C)(C)C)=O (pivaloyloxymethyl 1-azabicyclo[3.2.0]heptan-3,7-dione-2-carboxylate). Reaction SMILES: [N:1]12[C:7](=[O:8])[CH2:6][CH:5]1[CH2:4][C:3](=[O:9])[CH:2]2[C:10]([O-:12])=[O:11].[Na+].[C:14]([O:20][CH2:21]Br)(=[O:19])[C:15]([CH3:18])([CH3:17])[CH3:16]>CN(C)P(N(C)C)(N(C)C)=O.C1C=CC=CC=1>[N:1]12[C:7](=[O:8])[CH2:6][CH:5]1[CH2:4][C:3](=[O:9])[CH:2]2[C:10]([O:12][CH2:21][O:20][C:14](=[O:19])[C:15]([CH3:18])([CH3:17])[CH3:16])=[O:11] |f:0.1|. Procedure details: To a stirring suspension of sodium 1-azabicyclo[3.2.0]heptan-3,7-dione-2-carboxylate (20 mg) in anhydrous hexamethylphosphoramide (0.5 ml) is added bromomethyl pivalate (35 mg). The resulting mixture is stirred at room temperature for 2 hrs, then diluted with benzene (5 ml) and washed thoroughly with H2O (5×2 ml) and brine. The benzene solution is dried with MgSO4, filtered, and concentrated under reduced pressure. Preparative tlc of the residue on a silica gel GF plate provides pivaloyloxymethy... Starting materials: C(C)(C)(C)OC(=O)C=1NC(=C(C1CCO)C)I (3-(2-Hydroxy-ethyl)-5-iodo-4-methyl-1H-pyrrole-2-carboxylic acid tert-butyl ester), I(=O)(=O)C1=C(C(=O)O)C=CC=C1 (o-iodoxybenzoic acid). Run in C(C)(=O)OCC (ethyl acetate), CS(=O)C (DMSO). Run at time 3 hour. Product: C(C)(C)(C)OC(=O)C=1NC(=C(C1CC=O)C)I (5-iodo-4-methyl-3-(2-oxo-ethyl)-1H-pyrrole-2-carboxylic acid tert-butyl ester). Isolated yield 70.8%. Reaction SMILES: [C:1]([O:5][C:6]([C:8]1[NH:9][C:10]([I:17])=[C:11]([CH3:16])[C:12]=1[CH2:13][CH2:14][OH:15])=[O:7])([CH3:4])([CH3:3])[CH3:2].I(C1C=CC=CC=1C(O)=O)(=O)=O>CS(C)=O.C(OCC)(=O)C>[C:1]([O:5][C:6]([C:8]1[NH:9][C:10]([I:17])=[C:11]([CH3:16])[C:12]=1[CH2:13][CH:14]=[O:15])=[O:7])([CH3:4])([CH3:3])[CH3:2]. Reported procedure: 3-(2-Hydroxy-ethyl)-5-iodo-4-methyl-1H-pyrrole-2-carboxylic acid tert-butyl ester (0.34 mmol, 114 mg) in DMSO (2 mL) was treated with o-iodoxybenzoic acid (IBX, 0.51 mmol, 148 mg), then held at room temperature for 3h. The mixture was diluted with ethyl acetate (50 mL), washed with brine (10 mL), then concentrated under reduced pressure to provide 84 mg (75%) of 5-iodo-4-methyl-3-(2-oxo-ethyl)-1H-pyrrole-2-carboxylic acid tert-butyl ester. 1H NMR (CDCl3) δ 9.63 (1H, s), 8.91 (1H, br s), 4.09 (2H... Reactants: [Br-], [Li]CCCC, C1CCOC1, CCN1C(=O)CC(C)(C)c2cc(C)c(-c3cc(C=O)ccc3OCC(F)(F)F)cc21, C[P+](c1ccccc1)(c1ccccc1)c1ccccc1. Yields the product C=Cc1ccc(OCC(F)(F)F)c(-c2cc3c(cc2C)C(C)(C)CC(=O)N3CC)c1. RXN SMILES: [Br-:36].[CH2:1]([Li:2])[CH2:3][CH2:4][CH3:5].[CH2:57]1[O:58][CH2:59][CH2:60][CH2:61]1.[CH2:6]([CH3:7])[N:8]1[C:9](=[O:35])[CH2:10][C:11]([CH3:33])([CH3:34])[c:12]2[cH:13][c:14]([CH3:32])[c:15](-[c:18]3[cH:19][c:20]([CH:21]=[O:22])[cH:23][cH:24][c:25]3[O:26][CH2:27][C:28]([F:29])([F:30])[F:31])[cH:16][c:17]21.[CH3:37][P+:38]([c:39]1[cH:40][cH:41][cH:42][cH:43][cH:44]1)([c:45]1[cH:46][cH:47][cH:48][cH:49][cH:50]1)[c:51]1[cH:52][cH:53][cH:54][cH:55][cH:56]1>>[CH2:1]=[CH:21][c:20]1[cH:19][c:18](-[c:15]2[c:14]([CH3:32])[cH:13][c:12]3[c:17]([cH:16]2)[N:8]([CH2:6][CH3:7])[C:9](=[O:35])[CH2:10][C:11]3([CH3:33])[CH3:34])[c:25]([O:26][CH2:27][C:28]([F:29])([F:30])[F:31])[cH:24][cH:23]1.